This data is from the Open Reaction Database (ORD), a public repository of structured organic reaction records. The task is: describe an organic reaction: reactants, conditions, products, and yield The product is COP(OC)(=O)C=1C=C2C(=NNC2=CC1)I ((3-iodo-1H-indazol-5-yl)phosphonic acid dimethyl ester). Procedure: 814 mg (2 eq-3.206 mmol) of iodine and 180 mg (2 eq-3.206 mmol) of ground potassium hydroxide are added to a solution of 430 mg (1 eq-1.603 mmol) of (1-acetyl-1H-indazol-5-yl)phosphonic acid dimethyl ester in 20 ml of dimethylformamide. The medium is stirred at ambient temperature over a weekend. Another portion of 814 mg of iodine and 180 mg of potassium hydroxide are added to the reaction mixture, which is continued to stir for an additional period of 3 hours at ambient temperature. 20 ml of a... Starting materials: S(=S)(=O)([O-])[O-].[Na+].[Na+] (sodium thiosulfate), II (iodine), [OH-].[K+] (potassium hydroxide), II (iodine), [OH-].[K+] (potassium hydroxide), COP(OC)(=O)C=1C=C2C=NN(C2=CC1)C(C)=O ((1-acetyl-1H-indazol-5-yl)phosphonic acid dimethyl ester). Reaction SMILES: [I:1]I.[OH-].[K+].[CH3:5][O:6][P:7]([C:11]1[CH:12]=[C:13]2[C:17](=[CH:18][CH:19]=1)[N:16](C(=O)C)[N:15]=[CH:14]2)(=[O:10])[O:8][CH3:9].S([O-])([O-])(=O)=S.[Na+].[Na+]>CN(C)C=O>[CH3:5][O:6][P:7]([C:11]1[CH:12]=[C:13]2[C:17](=[CH:18][CH:19]=1)[NH:16][N:15]=[C:14]2[I:1])(=[O:10])[O:8][CH3:9] |f:1.2,4.5.6|. Yield: 81.1%. Run in CN(C=O)C (dimethylformamide). The reactants are OC(CN1C=CC(C2=CC=CC=C12)=O)(CC(C)(C1=CC(=CC=C1)C1(OCCO1)C)C)C(F)(F)F (1-{2-hydroxy-4-methyl-4-[3-(2-methyl-[1,3]dioxolan-2-yl)phenyl]-2-trifluoromethylpentyl}-1H-quinolin-4-one), C(C)O (ethanol), C1(=CC=C(C=C1)S(=O)(=O)O)C.[NH+]1=CC=CC=C1 (pyridinium p-toluenesulfonic acid). Run in O (water). Yields the product C(C)(=O)C=1C=C(C=CC1)C(CC(CN1C=CC(C2=CC=CC=C12)=O)(C(F)(F)F)O)(C)C (1-[4-(3-acetylphenyl)-2-hydroxy-4-methyl-2-trifluoromethylpentyl]-1-H-quinolin-4-one). As a reaction SMILES: [OH:1][C:2]([C:31]([F:34])([F:33])[F:32])([CH2:15][C:16]([CH3:30])([C:18]1[CH:23]=[CH:22][CH:21]=[C:20]([C:24]2([CH3:29])OCC[O:25]2)[CH:19]=1)[CH3:17])[CH2:3][N:4]1[C:13]2[C:8](=[CH:9][CH:10]=[CH:11][CH:12]=2)[C:7](=[O:14])[CH:6]=[CH:5]1.C(O)C.C1(C)C=CC(S(O)(=O)=O)=CC=1.[NH+]1C=CC=CC=1>O>[C:24]([C:20]1[CH:19]=[C:18]([C:16]([CH3:30])([CH3:17])[CH2:15][C:2]([OH:1])([C:31]([F:32])([F:33])[F:34])[CH2:3][N:4]2[C:13]3[C:8](=[CH:9][CH:10]=[CH:11][CH:12]=3)[C:7](=[O:14])[CH:6]=[CH:5]2)[CH:23]=[CH:22][CH:21]=1)(=[O:25])[CH3:29] |f:2.3|. Reported procedure: A mixture of 1-{2-hydroxy-4-methyl-4-[3-(2-methyl-[1,3]dioxolan-2-yl)phenyl]-2-trifluoromethylpentyl}-1H-quinolin-4-one (0.35 g, 0.75 mmol), ethanol (24 mL), water (4.8 mL), and pyridinium p-toluenesulfonic acid (95 mg, 0.37 mmol) was heated to reflux for 3 hours, cooled to room temperature, and concentrated in vacuo to remove most of the ethanol. The residue was diluted with ethyl acetate and water. The aqueous layer was extracted with ethyl acetate. The combined organic layers were washed with... Starting materials: [BH3-]C#N.[Na+] (NaCNBH3), FC(C(=O)O)(F)F (trifluoroacetic acid), FC(C(=O)C1=C(C=CC(=C1)I)F)(F)F (2,2,2-trifluoro-1-(2-fluoro-5-iodophenyl)ethanone), C(C)(C)N(C(C)C)CC (N,N-diisopropylethylamine), solution, C(=O)(O)[O-].[Na+] (NaHCO3). Reagents/catalysts: Cl[Ti](Cl)(Cl)Cl (TiCl4). The solvent is CO (methanol), ClCCl (dichloromethane), ClCCl (dichloromethane). Run at time 3 day. The product is FC(C(C1=C(C=CC(=C1)I)F)N1CCOCC1)(F)F (4-(2,2,2-trifluoro-1-(2-fluoro-5-iodophenyl)ethyl)morpholine). As a reaction SMILES: [F:1][C:2]([F:14])([F:13])[C:3]([C:5]1[CH:10]=[C:9]([I:11])[CH:8]=[CH:7][C:6]=1[F:12])=O.[CH:15]([N:18](CC)[CH:19]([CH3:21])C)(C)[CH3:16].[BH3-]C#N.[Na+].FC(F)(F)C(O)=[O:31].C([O-])(O)=O.[Na+]>ClCCl.Cl[Ti](Cl)(Cl)Cl.CO>[F:1][C:2]([F:14])([F:13])[CH:3]([N:18]1[CH2:19][CH2:21][O:31][CH2:16][CH2:15]1)[C:5]1[CH:10]=[C:9]([I:11])[CH:8]=[CH:7][C:6]=1[F:12] |f:2.3,5.6|. Procedure details: To a solution of commercially available 2,2,2-trifluoro-1-(2-fluoro-5-iodophenyl)ethanone (2 g, 6.29 mmol) in 20 mL dichloromethane at rt was added N,N-diisopropylethylamine (3.3 mL, 18.95 mmol, 3 eq.) followed by 1M solution of TiCl4 in dichloromethane (6.3 mL, 6.3 mmol, 1 eq.). The mixture was stirred at rt for 3 days, added 10 mL of methanol followed by NaCNBH3 (3.2 g) and trifluoroacetic acid (4.7 mL). The mixture was stirred overnight at rt, poured into aq. NaHCO3 and extracted 3× with dich... Reported procedure: 1.0 g of 9-(1,3-di-n-octanoyloxy-2 propoxymethyl)guanine HCl suspended in 50 ml of ether is stirred with a twofold stoichiometric excess of dilute aqueous potassium carbonate solution until the salt is completely dissolved. The organic layer is then separated, washed twice with water, dried over maganesium sulfate and evaporated to yield 9-(1,3-di-n-octanoyloxy-2-propoxy methyl)guanine as the free base. RXN SMILES: Cl.[C:2]([O:11][CH2:12][CH:13]([O:25][CH2:26][N:27]1[CH:35]=[N:34][C:33]2[C:32](=[O:36])[NH:31][C:30]([NH2:37])=[N:29][C:28]1=2)[CH2:14][O:15][C:16](=[O:24])[CH2:17][CH2:18][CH2:19][CH2:20][CH2:21][CH2:22][CH3:23])(=[O:10])[CH2:3][CH2:4][CH2:5][CH2:6][CH2:7][CH2:8][CH3:9].C(=O)([O-])[O-].[K+].[K+]>CCOCC>[C:2]([O:11][CH2:12][CH:13]([O:25][CH2:26][N:27]1[CH:35]=[N:34][C:33]2[C:32](=[O:36])[NH:31][C:30]([NH2:37])=[N:29][C:28]1=2)[CH2:14][O:15][C:16](=[O:24])[CH2:17][CH2:18][CH2:19][CH2:20][CH2:21][CH2:22][CH3:23])(=[O:10])[CH2:3][CH2:4][CH2:5][CH2:6][CH2:7][CH2:8][CH3:9] |f:0.1,2.3.4|. Yields the product C(CCCCCCC)(=O)OCC(COC(CCCCCCC)=O)OCN1C=2N=C(NC(C2N=C1)=O)N (9-(1,3-di-n-octanoyloxy-2-propoxy methyl)guanine). The reactants are Cl.C(CCCCCCC)(=O)OCC(COC(CCCCCCC)=O)OCN1C=2N=C(NC(C2N=C1)=O)N (9-(1,3-di-n-octanoyloxy-2 propoxymethyl)guanine HCl), C([O-])([O-])=O.[K+].[K+] (potassium carbonate). Solvent: CCOCC (ether). Reactants: COc1cc(B2OC(C)(C)C(C)(C)O2)ccc1NC(=O)c1cc2ccccc2n1C, COCCOC, CN1CCN(CCCn2nc(I)c3c(N)ncnc32)CC1, [Na+], [Na+], O=C([O-])[O-], O, c1ccc(P(c2ccccc2)(c2ccccc2)[Pd](P(c2ccccc2)(c2ccccc2)c2ccccc2)(P(c2ccccc2)(c2ccccc2)c2ccccc2)P(c2ccccc2)(c2ccccc2)c2ccccc2)cc1. Product: COc1cc(-c2nn(CCCN3CCN(C)CC3)c3ncnc(N)c23)ccc1NC(=O)c1cc2ccccc2n1C. Reaction SMILES: [CH3:22][O:23][c:24]1[c:25]([NH:39][C:40](=[O:41])[c:42]2[n:43]([CH3:51])[c:44]3[cH:45][cH:46][cH:47][cH:48][c:49]3[cH:50]2)[cH:26][cH:27][c:28]([B:30]2[O:31][C:32]([CH3:33])([CH3:34])[C:35]([CH3:36])([CH3:37])[O:38]2)[cH:29]1.[CH3:58][O:59][CH2:60][CH2:61][O:62][CH3:63].[I:1][c:2]1[n:3][n:4]([CH2:12][CH2:13][CH2:14][N:15]2[CH2:16][CH2:17][N:18]([CH3:21])[CH2:19][CH2:20]2)[c:5]2[n:6][cH:7][n:8][c:9]([NH2:11])[c:10]12.[Na+:52].[Na+:53].[O-:54][C:55](=[O:56])[O-:57].[OH2:64].[cH:65]1[cH:66][cH:67][c:68]([P:69]([Pd:70]([P:71]([c:72]2[cH:73][cH:74][cH:75][cH:76][cH:77]2)([c:78]2[cH:79][cH:80][cH:81][cH:82][cH:83]2)[c:84]2[cH:85][cH:86][cH:87][cH:88][cH:89]2)([P:90]([c:91]2[cH:92][cH:93][cH:94][cH:95][cH:96]2)([c:97]2[cH:98][cH:99][cH:100][cH:101][cH:102]2)[c:103]2[cH:104][cH:105][cH:106][cH:107][cH:108]2)[P:109]([c:110]2[cH:111][cH:112][cH:113][cH:114][cH:115]2)([c:116]2[cH:117][cH:118][cH:119][cH:120][cH:121]2)[c:122]2[cH:123][cH:124][cH:125][cH:126][cH:127]2)([c:128]2[cH:129][cH:130][cH:131][cH:132][cH:133]2)[c:134]2[cH:135][cH:136][cH:137][cH:138][cH:139]2)[cH:140][cH:141]1>>[c:2]1(-[c:28]2[cH:27][cH:26][c:25]([NH:39][C:40](=[O:41])[c:42]3[n:43]([CH3:51])[c:44]4[cH:45][cH:46][cH:47][cH:48][c:49]4[cH:50]3)[c:24]([O:23][CH3:22])[cH:29]2)[n:3][n:4]([CH2:12][CH2:13][CH2:14][N:15]2[CH2:16][CH2:17][N:18]([CH3:21])[CH2:19][CH2:20]2)[c:5]2[n:6][cH:7][n:8][c:9]([NH2:11])[c:10]12. Starting materials: O=[N+]([O-])C(CO)(CO)c1cc(Br)ccc1F, CC(=O)O, [Zn]. The product is NC(CO)(CO)c1cc(Br)ccc1F. Reaction SMILES: [Br:1][c:2]1[cH:3][cH:4][c:5]([F:16])[c:6]([C:8]([CH2:9][OH:10])([CH2:11][OH:12])[N+:13]([O-:14])=[O:15])[cH:7]1.[C:17]([OH:18])(=[O:19])[CH3:20].[Zn:21]>>[Br:1][c:2]1[cH:3][cH:4][c:5]([F:16])[c:6]([C:8]([CH2:9][OH:10])([CH2:11][OH:12])[NH2:13])[cH:7]1.